describe an organic reaction: reactants, conditions, products, and yield From a dataset of the Open Reaction Database (ORD), a public repository of structured organic reaction records. Reactants: [H-].[Na+] (sodium hydride), N1=CC=CC2=CC=CC(=C12)S(=O)(=O)NC1=CC2=C(C(=C(O2)CC2=CC=C(C#N)C=C2)Br)C=C1 (4-[(6-(quinolin-8-yl-sulphonylamino)-3-bromo-benzofuran-2-yl)-methyl]-benzonitrile), O1CCCC1 (tetrahydrofuran), BrCC(=O)OCC (ethyl bromoacetate). The solvent is C(C)(=O)OCC (ethyl acetate). Conditions: time 20 minute. Yields the product C(C)OC(=O)CN1CC=CC2=CC=CC(=C12)C1=CC2=C(C(=C(O2)CC2=CC=C(C#N)C=C2)Br)C(=C1)N=S(=O)=O (4-[(6-(N-ethoxycarbonylmethyl-quinolin-8-yl)-sulphonylamino-3-bromo-benzofuran-2-yl)-methyl]-benzonitrile). RXN SMILES: N1C2C(=CC=CC=2[S:11]([NH:14][C:15]2[CH:33]=[CH:32][C:18]3[C:19]([Br:31])=[C:20]([CH2:22][C:23]4[CH:30]=[CH:29][C:26]([C:27]#[N:28])=[CH:25][CH:24]=4)[O:21][C:17]=3[CH:16]=2)(=[O:13])=[O:12])C=CC=1.[H-].[Na+].Br[CH2:37][C:38]([O:40][CH2:41][CH3:42])=[O:39].O1[CH2:47][CH2:46][CH2:45][CH2:44]1>C(OCC)(=O)C>[CH2:41]([O:40][C:38]([CH2:37][N:14]1[C:15]2[C:47](=[CH:19][CH:18]=[CH:17][C:16]=2[C:32]2[CH:33]=[C:15]([N:14]=[S:11](=[O:12])=[O:13])[C:16]3[C:19]([Br:31])=[C:20]([CH2:22][C:23]4[CH:30]=[CH:29][C:26]([C:27]#[N:28])=[CH:25][CH:24]=4)[O:21][C:17]=3[CH:18]=2)[CH:46]=[CH:45][CH2:44]1)=[O:39])[CH3:42] |f:1.2|. Reported procedure: 1.0 g (2 mmol) of 4-[(6-(quinolin-8-yl-sulphonylamino)-3-bromo-benzofuran-2-yl)-methyl]-benzonitrile are dissolved in 20 ml absolute tetrahydrofuran and after the addition of 100 g (2 mmol) of sodium hydride (50% in oil) stirred for 20 minutes at ambient temperature. Then 0.22 ml (2 mmol) of ethyl bromoacetate are added under a nitrogen atmosphere. The reaction mixture is refluxed for 6 hours, cooled, diluted with ethyl acetate and washed with sodium chloride solution. The combined organic extra... The reactants are COC1=C(C=C2CCCC(C2=C1)C#N)C (7-methoxy-6-methyl-1,2,3,4-tetrahydronaphthalenecarbonitrile), C(CN)N (ethylenediamine), C1(=CC=C(C=C1)S(=O)(=O)O)C (p-toluenesulfonic acid). The product is N1C(=NCC1)C1CCSC2=C1C=CC(=C2)C (4-(2-Imidazolin-2Yl)-7-Methyl-2H,3H,4H-Benzo[e]Thiin). Reaction SMILES: CO[C:3]1[CH:12]=[C:11]2[C:6](C[CH2:8][CH2:9][CH:10]2[C:13]#[N:14])=[CH:5][C:4]=1[CH3:15].[CH2:16]([NH2:19])[CH2:17]N.C1(C)C=CC([S:26](O)(=O)=O)=CC=1>>[NH:19]1[CH2:16][CH2:17][N:14]=[C:13]1[CH:10]1[C:11]2[CH:12]=[CH:3][C:4]([CH3:15])=[CH:5][C:6]=2[S:26][CH2:8][CH2:9]1. Procedure details: This compound was prepared in a manner analogous to that of Step G of Example 1, by the reaction of 2.0 grams (0.0106 mole) of 7-methyl-2H,3H,4H-benzo[e]thiin-4-carbonitrile (iv) and 6 grams (0.024 mole) of the ethylenediamine salt of p-toluenesulfonic acid (prepared in Step F of Example 1). The reaction product was purified by column chromatography on Grade II alumina (basic-3% water) using a 99:1 mixture of methylene chloride and methanol, respectively, as an eluant. The appropriate fractions ... Procedure details: The title compound was prepared according to the procedure of Example 216, with the modification that cycloheptanecarboxaldehyde was used in step d instead of cyclohexanecarboxaldehyde and 5-amino-2-methyl-benzoic acid benzyl ester replaced 3-amino-benzoic acid benzyl ester in step f. 1H NMR (300 MHz, d6-DMSO) 12.40 (1H, br s), 12.11 (1H, br s), 9.55 (1H, s), 8.30 (1H, s), 7.76 (1H, d), 7.20 (1H, d), 4.78 (2H, s), 2.87 (1H, m), 2.45 (3H, s), 2.10-1.47 (27H, m). The acid was converted to the N-me... As a reaction SMILES: [CH:1]1([CH:8]=O)[CH2:7][CH2:6][CH2:5][CH2:4][CH2:3][CH2:2]1.[CH:10]1(C=O)CCCC[CH2:11]1.C([O:25][C:26](=[O:35])[C:27]1[CH:32]=[C:31]([NH2:33])[CH:30]=[CH:29][C:28]=1[CH3:34])C1C=CC=CC=1.C(OC(=O)C1C=C[CH:48]=[C:47]([NH2:51])C=1)C1C=CC=CC=1.[CH3:53][NH:54][CH2:55][C@@H:56]([C@H:58]([C@@H:60]([C@@H:62]([CH2:64]O)O)O)O)O.[OH2:66].O1[CH2:72][CH2:71][O:70][CH2:69]C1>O>[C:71]12([O:70][CH2:69][C:53]3[NH:54][C:55]([CH:56]4[CH2:58][CH2:60][CH2:62][CH2:64][CH2:11][CH2:10]4)=[N:51][C:47]=3[C:48]([NH:33][C:31]3[CH:30]=[CH:29][C:28]([CH3:34])=[C:27]([CH:32]=3)[C:26]([OH:25])=[O:35])=[O:66])[CH2:72][CH:6]3[CH2:5][CH:4]([CH2:2][CH:1]([CH2:7]3)[CH2:8]1)[CH2:3]2 |f:5.6|. Product: C12(CC3CC(CC(C1)C3)C2)OCC2=C(N=C(N2)C2CCCCCC2)C(=O)NC=2C=CC(=C(C(=O)O)C2)C (5-{[5-(Adamantan-1-yloxymethyl)-2-cycloheptyl-1H-imidazole-4-carbonyl]-amino}-2-methyl-benzoic Acid). Solvent: O (H2O). Reactants: CNC[C@H](O)[C@@H](O)[C@H](O)[C@H](O)CO (N-methyl-D-glucamine), C1(CCCCCC1)C=O (cycloheptanecarboxaldehyde), C(C1=CC=CC=C1)OC(C1=CC(=CC=C1)N)=O (3-amino-benzoic acid benzyl ester), C1(CCCCC1)C=O (cyclohexanecarboxaldehyde), C(C1=CC=CC=C1)OC(C1=C(C=CC(=C1)N)C)=O (5-amino-2-methyl-benzoic acid benzyl ester), O.O1CCOCC1 (water dioxan). Reactants: O1CC(C)(C)COC1(C)CCCC. The reagents and catalysts are O1B(OC(C)(C)C1(C)C)B2OC(C)(C)C(O2)(C)C, N=1C=CC=C2C=CC=3C=CC(=NC3C12)C, C[OH2+].C[OH2+].C1CC=CCCC=C1.C1CC=CCCC=C1.[Ir].[Ir]. Solvent: C1CCCCCCC1. Reaction conditions: temperature 100 celsius, time 20 hour. Yields the product O1B(OC(C)(C)C1(C)C)CCCCC2(OCC(C)(C)CO2)C. Yield: 54.0%. Starting materials: CC(=O)[O-], C1CCOC1, CNc1ccc(OC)cc1, O=[N+]([O-])c1ccc2nc(Cl)nc(Cl)c2c1, [Na+], O. The product is COc1ccc(N(C)c2nc(Cl)nc3ccc([N+](=O)[O-])cc23)cc1. As a reaction SMILES: [C:26]([O-:27])(=[O:28])[CH3:29].[CH2:31]1[O:32][CH2:33][CH2:34][CH2:35]1.[CH3:16][O:17][c:18]1[cH:19][cH:20][c:21]([NH:24][CH3:25])[cH:22][cH:23]1.[Cl:1][c:2]1[n:3][c:4]2[cH:5][cH:6][c:7]([N+:13](=[O:14])[O-:15])[cH:8][c:9]2[c:10]([Cl:12])[n:11]1.[Na+:30].[OH2:36]>>[Cl:1][c:2]1[n:3][c:4]2[cH:5][cH:6][c:7]([N+:13](=[O:14])[O-:15])[cH:8][c:9]2[c:10]([N:24]([c:21]2[cH:20][cH:19][c:18]([O:17][CH3:16])[cH:23][cH:22]2)[CH3:25])[n:11]1.